From a dataset of the Open Reaction Database (ORD), a public repository of structured organic reaction records. describe an organic reaction: reactants, conditions, products, and yield Run in CO (methanol), C[O-].[Na+] (sodium methoxide). Starting materials: OC1CCNCC1 (4-Hydroxypiperidine), ice water, [Na] (sodium), resultant solution, ClC=1C=CC2=C(N(C(S2)=O)CC(=O)OC)C1 (methyl 5-chloro-2-oxo-3-benzothiazolineacetate). Yields the product OC1CCN(CC1)C(=O)CN1C(SC2=C1C=C(C=C2)Cl)=O (3-(4-hydroxypiperidino)carbonylmethyl-5-chloro-2-benzothiazolinone). Reaction SMILES: [OH:1][CH:2]1[CH2:7][CH2:6][NH:5][CH2:4][CH2:3]1.[Na].[Cl:9][C:10]1[CH:11]=[CH:12][C:13]2[S:17][C:16](=[O:18])[N:15]([CH2:19][C:20](OC)=[O:21])[C:14]=2[CH:24]=1>C[O-].[Na+].CO>[OH:1][CH:2]1[CH2:7][CH2:6][N:5]([C:20]([CH2:19][N:15]2[C:14]3[CH:24]=[C:10]([Cl:9])[CH:11]=[CH:12][C:13]=3[S:17][C:16]2=[O:18])=[O:21])[CH2:4][CH2:3]1 |f:3.4,^1:7|. Procedure details: 4-Hydroxypiperidine (47.2 g) was added at room temperature to and dissolved in a methanolic sodium methoxide solution prepared from sodium metal (2.2 g) in dry methanol (100 ml). To the resultant solution was added methyl 5-chloro-2-oxo-3-benzothiazolineacetate (100 g), and the mixture was heated for 3 hours under reflux with stirring. The reaction mixture was left to cool, poured into ice water (500 ml) and stirred for 30 minutes. The precipitates were collected, washed with water and then drie... Isolated yield 80.8%. Reactants: Fc1ccc(CCl)cc1, O=c1[nH]c(=O)n(C2CC(O)C(CO)O2)cc1F, [K+], C1COCCO1, [OH-], O. Yields the product O=c1[nH]c(=O)n(C2CC(OCc3ccc(F)cc3)C(CO)O2)cc1F. Reaction SMILES: [F:20][c:21]1[cH:22][cH:23][c:24]([CH2:25][Cl:26])[cH:27][cH:28]1.[F:3][c:4]1[c:5](=[O:19])[nH:6][c:7](=[O:18])[n:8]([CH:9]2[CH2:10][CH:11]([OH:12])[CH:13]([CH2:14][OH:15])[O:16]2)[cH:17]1.[K+:2].[O:30]1[CH2:31][CH2:32][O:33][CH2:34][CH2:35]1.[OH-:1].[OH2:29]>>[F:3][c:4]1[c:5](=[O:19])[nH:6][c:7](=[O:18])[n:8]([CH:9]2[CH2:10][CH:11]([O:12][CH2:25][c:24]3[cH:23][cH:22][c:21]([F:20])[cH:28][cH:27]3)[CH:13]([CH2:14][OH:15])[O:16]2)[cH:17]1. Reactants: [BH4-].[Na+] (sodium borohydride), C(C)(=O)O (acetic acid). Solvent: C1=CC=CC=C1 (benzene). Yields the product C(C)(=O)O[BH-](OC(C)=O)OC(C)=O.[Na+] (sodium triacetoxyborohydride). RXN SMILES: [BH4-:1].[Na+:2].[C:3]([OH:6])(=[O:5])[CH3:4]>C1C=CC=CC=1>[C:3]([O:6][BH-:1]([O:6][C:3](=[O:5])[CH3:4])[O:5][C:3](=[O:6])[CH3:4])(=[O:5])[CH3:4].[Na+:2] |f:0.1,4.5|. Procedure: A suspension of sodium borohydride (69.8 mg.) in benzene (15 ml.) is treated with acetic acid (92 mg.) and refluxed for 1 hour under nitrogen to afford a clear solution of sodium triacetoxyborohydride. To this solution is added a solution of 2S,3R,6R-6-(2-oxoethyl)-2-methyl-2-(4,8-dimethyl-5-oxo-7-nonenyl)-3,6-oxidooxepane (158 mg.) in benzene (5 ml.) and the mixture refluxed for 5 hours under nitrogen. The solvent is removed in vacuo, the residue diluted with water and extracted with methylene ... Starting materials: COC(=O)C=1C(=NC2=CC=C(C=C2C1C1=CC(=CC=C1)C(C)C)Cl)C(C)C (6-chloro-2-isopropyl-4-(3-isopropyl-phenyl)-quinoline-3-carboxylic acid methyl ester), [I-].[Li+] (lithium iodide), solid. The solvent is N1=CC=CC=C1 (pyridine). Product: ClC=1C=C2C(=C(C(=NC2=CC1)C(C)C)C(=O)O)C1=CC(=CC=C1)C(C)C (6-Chloro-2-isopropyl-4-(3-isopropyl-phenyl)-quinoline-3-carboxylic acid). Reaction SMILES: C[O:2][C:3]([C:5]1[C:6]([CH:25]([CH3:27])[CH3:26])=[N:7][C:8]2[C:13]([C:14]=1[C:15]1[CH:20]=[CH:19][CH:18]=[C:17]([CH:21]([CH3:23])[CH3:22])[CH:16]=1)=[CH:12][C:11]([Cl:24])=[CH:10][CH:9]=2)=[O:4].[I-].[Li+]>N1C=CC=CC=1>[Cl:24][C:11]1[CH:12]=[C:13]2[C:8](=[CH:9][CH:10]=1)[N:7]=[C:6]([CH:25]([CH3:26])[CH3:27])[C:5]([C:3]([OH:4])=[O:2])=[C:14]2[C:15]1[CH:20]=[CH:19][CH:18]=[C:17]([CH:21]([CH3:23])[CH3:22])[CH:16]=1 |f:1.2|. Procedure: The title compound was prepared in analogy to example 20 step D from 6-chloro-2-isopropyl-4-(3-isopropyl-phenyl)-quinoline-3-carboxylic acid methyl ester (50 mg, 0.13 mmol) and lithium iodide in pyridine. Off-white solid (18 mg, 37%). LC-MS: 366 (M−H)−. Starting materials: FC=1C=C(C=CC1)CC(=O)OC(C(=O)C1=CC=C(C=C1)S(=O)(=O)C)(C)C (3-Fluorophenylacetic acid, 1,1-dimethyl-2-(4-(methylsulfonyl)phenyl)-2-oxo-ethyl ester), C1CCC2=NCCCN2CC1 (DBU), Cl (HCl). The solvent is C(Cl)Cl (CH2Cl2). Conditions: time 1 hour. Product: CC1(C(=C(C(O1)=O)C1=CC(=CC=C1)F)C1=CC=C(C=C1)S(=O)(=O)C)C (5,5-Dimethyl-3-(3-fluorophenyl)-4-(4-(methylsulfonyl)phenyl)-2-(5H)-furanone). The yield is 94.8%. As a reaction SMILES: [F:1][C:2]1[CH:3]=[C:4]([CH2:8][C:9]([O:11][C:12]([CH3:26])([CH3:25])[C:13]([C:15]2[CH:20]=[CH:19][C:18]([S:21]([CH3:24])(=[O:23])=[O:22])=[CH:17][CH:16]=2)=O)=[O:10])[CH:5]=[CH:6][CH:7]=1.C1CCN2C(=NCCC2)CC1.Cl>C(Cl)Cl>[CH3:25][C:12]1([CH3:26])[O:11][C:9](=[O:10])[C:8]([C:4]2[CH:5]=[CH:6][CH:7]=[C:2]([F:1])[CH:3]=2)=[C:13]1[C:15]1[CH:20]=[CH:19][C:18]([S:21]([CH3:24])(=[O:23])=[O:22])=[CH:17][CH:16]=1. Reported procedure: A solution of the product from Step 2 (120 g) in CH2Cl2 (1 L) was treated with DBU (81.6 g) and stirred for 1 h at r.t. The reaction mixture was then treated with 1 M HCl (550 mL) and the organic phase was separated, washed with saturated NaHCO3 and dried over MgSO4. After concentration, the crude was swished from 20% EtOAc/hexanes (450 mL) to give the title compound as a white solid (108.4 g, m.p. 172.7° C.). Starting materials: Cc1cc(C)cc(Oc2c(CO)c(C)[nH]c(=O)c2I)c1, ClCCl, O=S(Cl)Cl. Yields the product Cc1cc(C)cc(Oc2c(CCl)c(C)[nH]c(=O)c2I)c1. RXN SMILES: [CH3:1][c:2]1[cH:3][c:4]([O:5][c:6]2[c:7]([I:16])[c:8](=[O:15])[nH:9][c:10]([CH3:14])[c:11]2[CH2:12][OH:13])[cH:17][c:18]([CH3:20])[cH:19]1.[Cl:25][CH2:26][Cl:27].[S:21]([Cl:22])([Cl:23])=[O:24]>>[CH3:1][c:2]1[cH:3][c:4]([O:5][c:6]2[c:7]([I:16])[c:8](=[O:15])[nH:9][c:10]([CH3:14])[c:11]2[CH2:12][Cl:23])[cH:17][c:18]([CH3:20])[cH:19]1. Reactants: C(C)(=O)C1=C(OCC(=O)O)C=CC(=C1)OC ((2-acetyl-4-methoxyphenoxy)acetic acid), C(C)(=O)OC(C)=O (acetic anhydride), C(C)(=O)O (acetic acid). Run in O (water). Run at temperature 110 celsius, time 5 hour. The product is COC=1C=CC2=C(C(=CO2)C)C1 (5-methoxy-3-methyl-1-benzofuran). Yield: 81.1%. RXN SMILES: [C:1]([C:4]1[CH:14]=[C:13]([O:15][CH3:16])[CH:12]=[CH:11][C:5]=1[O:6][CH2:7]C(O)=O)(=O)[CH3:2].C(OC(=O)C)(=O)C.C(O)(=O)C>O>[CH3:16][O:15][C:13]1[CH:12]=[CH:11][C:5]2[O:6][CH:7]=[C:1]([CH3:2])[C:4]=2[CH:14]=1. Procedure: A mixture of (2-acetyl-4-methoxyphenoxy)acetic acid (10.0 g) synthesized above, acetic anhydride (18.3 g) and acetic acid (100 mL) was stirred at 110° C. for 5 hr, poured into water, and the mixture was extracted with ethyl acetate. The extract was washed with saturated aqueous sodium hydrogen carbonate solution and saturated brine, dried over magnesium sulfate, and concentrated under reduced pressure. The residue was purified by silica gel column chromatography (5% ethyl acetate/hexane) to give...